This data is from the Open Reaction Database (ORD), a public repository of structured organic reaction records. The task is: describe an organic reaction: reactants, conditions, products, and yield Reaction SMILES: [BrH:1].[CH2:2]([c:6]1[cH:7][cH:8][cH:10][cH:11][cH:12]1)[N:9]([C:3](=[O:4])[O-:5])[C:13]([CH2:14][c:15]1[cH:16][cH:17][c:18](-[c:21]2[n:22][cH:23][c:24]([F:27])[cH:25][cH:26]2)[cH:19][cH:20]1)([CH3:28])[c:29]1[nH:30][cH:31][c:32]([CH2:34][C:35]([CH2:36][CH3:37])([CH3:38])[CH3:39])[n:33]1.[CH2:40]([Cl:41])[Cl:42]>>[NH2:9][C:13]([CH2:14][c:15]1[cH:16][cH:17][c:18](-[c:21]2[n:22][cH:23][c:24]([F:27])[cH:25][cH:26]2)[cH:19][cH:20]1)([CH3:28])[c:29]1[nH:30][cH:31][c:32]([CH2:34][C:35]([CH2:36][CH3:37])([CH3:38])[CH3:39])[n:33]1. Reactants: Br, CCC(C)(C)Cc1c[nH]c(C(C)(Cc2ccc(-c3ccc(F)cn3)cc2)N(Cc2ccccc2)C(=O)[O-])n1, ClCCl. The product is CCC(C)(C)Cc1c[nH]c(C(C)(N)Cc2ccc(-c3ccc(F)cn3)cc2)n1.